Dataset: the Open Reaction Database (ORD), a public repository of structured organic reaction records. Task: describe an organic reaction: reactants, conditions, products, and yield Starting materials: C[O-], CO, [Cl-], ClCCl, [Na+], O=C1CC(c2cccc(-c3ccnc(CO)c3)c2)=Nc2cc(OCC(F)(F)F)c(C(F)(F)F)cc2N1, O=S(Cl)Cl. Yields the product COCc1cc(-c2cccc(C3=Nc4cc(OCC(F)(F)F)c(C(F)(F)F)cc4NC(=O)C3)c2)ccn1. Reaction SMILES: [CH3:42][O-:43].[CH3:48][OH:49].[Cl-:41].[Cl:45][CH2:46][Cl:47].[Na+:44].[OH:1][CH2:2][c:3]1[n:4][cH:5][cH:6][c:7](-[c:9]2[cH:10][c:11]([C:15]3=[N:16][c:17]4[c:18]([cH:23][c:24]([C:33]([F:34])([F:35])[F:36])[c:25]([O:27][CH2:28][C:29]([F:30])([F:31])[F:32])[cH:26]4)[NH:19][C:20](=[O:22])[CH2:21]3)[cH:12][cH:13][cH:14]2)[cH:8]1.[S:37]([Cl:38])([Cl:39])=[O:40]>>[O:1]([CH2:2][c:3]1[n:4][cH:5][cH:6][c:7](-[c:9]2[cH:10][c:11]([C:15]3=[N:16][c:17]4[c:18]([cH:23][c:24]([C:33]([F:34])([F:35])[F:36])[c:25]([O:27][CH2:28][C:29]([F:30])([F:31])[F:32])[cH:26]4)[NH:19][C:20](=[O:22])[CH2:21]3)[cH:12][cH:13][cH:14]2)[cH:8]1)[CH3:42]. The reactants are O=C(O)c1ccc(C2CCOC2)c(OCC2CC2)n1, O=C(O)c1ccc(C2CCCO2)c(OCC2CC2)n1, CC(C)CC(N)C(N)=O. Yields the product CC(C)CC(NC(=O)c1ccc(C2CCOC2)c(OCC2CC2)n1)C(N)=O. RXN SMILES: [CH:1]1([CH2:4][O:5][c:6]2[c:7]([CH:15]3[CH2:16][O:17][CH2:18][CH2:19]3)[cH:8][cH:9][c:10]([C:12](=[O:13])[OH:14])[n:11]2)[CH2:2][CH2:3]1.[CH:20]1([CH2:21][O:22][c:23]2[n:24][c:25]([C:26]([OH:27])=[O:28])[cH:29][cH:30][c:31]2[CH:32]2[CH2:33][CH2:34][CH2:35][O:36]2)[CH2:37][CH2:38]1.[NH2:39][CH:40]([C:41](=[O:42])[NH2:43])[CH2:44][CH:45]([CH3:46])[CH3:47]>>[CH:1]1([CH2:4][O:5][c:6]2[c:7]([CH:15]3[CH2:16][O:17][CH2:18][CH2:19]3)[cH:8][cH:9][c:10]([C:12](=[O:14])[NH:39][CH:40]([C:41](=[O:42])[NH2:43])[CH2:44][CH:45]([CH3:46])[CH3:47])[n:11]2)[CH2:2][CH2:3]1.